This data is from the Open Reaction Database (ORD), a public repository of structured organic reaction records. The task is: describe an organic reaction: reactants, conditions, products, and yield The reactants are C(C)(=O)N1CCC(CC1)OCC(C)O (N-Acetyl-4-(2-hydroxy-n-propoxy)piperidine), [H-].[Na+] (sodium hydride), FC1=CC=CC=C1 (fluorobenzene). Solvent: C(C)(C)O (isopropanol). Run at time 3 hour. The product is O(C1=CC=CC=C1)C(COC1CCNCC1)C (4-(2-phenoxy-n-propoxy)piperidine). Isolated yield 3.6%. RXN SMILES: C([N:4]1[CH2:9][CH2:8][CH:7]([O:10][CH2:11][CH:12]([OH:14])[CH3:13])[CH2:6][CH2:5]1)(=O)C.[H-].[Na+].F[C:18]1[CH:23]=[CH:22][CH:21]=[CH:20][CH:19]=1>C(O)(C)C>[O:14]([CH:12]([CH3:13])[CH2:11][O:10][CH:7]1[CH2:6][CH2:5][NH:4][CH2:9][CH2:8]1)[C:18]1[CH:23]=[CH:22][CH:21]=[CH:20][CH:19]=1 |f:1.2|. Procedure details: N-Acetyl-4-(2-hydroxy-n-propoxy)piperidine (12 g.) in dry D.M.F. (50 ml.) was added dropwise to a stirred suspension of sodium hydride (5.0 g., 50% dispersion in mineral oil) in D.M.F. (50 ml.) at 60°-70° C. under an atmosphere of nitrogen. The suspension was stirred for 3 hours, then fluorobenzene (6.4 g.) in D.M.F. (50 ml.) added dropwise and the suspension stirred at 100° C. for 50 hours. The cooled solution was treated with isopropanol (20 ml.) then water (200 ml.), extracted with petroleum ... Starting materials: O=CC1Cc2ccc(Cl)cc2C1, Cl, CC(C)(O)c1nc2cc(Cl)ccc2n1C1CCC(N)CC1. Yields the product CC(C)(O)c1nc2cc(Cl)ccc2n1C1CCC(NCC2Cc3ccc(Cl)cc3C2)CC1. As a reaction SMILES: [Cl:23][c:24]1[cH:25][c:26]2[c:30]([cH:31][cH:32]1)[CH2:29][CH:28]([CH:33]=[O:34])[CH2:27]2.[ClH:1].[NH2:2][CH:3]1[CH2:4][CH2:5][CH:6]([n:9]2[c:10]([C:19]([CH3:20])([CH3:21])[OH:22])[n:11][c:12]3[c:13]2[cH:14][cH:15][c:16]([Cl:18])[cH:17]3)[CH2:7][CH2:8]1>>[NH:2]([CH:3]1[CH2:4][CH2:5][CH:6]([n:9]2[c:10]([C:19]([CH3:20])([CH3:21])[OH:22])[n:11][c:12]3[c:13]2[cH:14][cH:15][c:16]([Cl:18])[cH:17]3)[CH2:7][CH2:8]1)[CH2:33][CH:28]1[CH2:27][c:26]2[cH:25][c:24]([Cl:23])[cH:32][cH:31][c:30]2[CH2:29]1. The reactants are Cl.BrC=1C=CC2=C(CN([C@@H](CN2CC=2N=CNC2)CC2=CC=CC=C2)S(=O)(=O)C)C1 ((R)-7-Bromo-2,3,4,5-tetrahydro-1-(1H-imidazol-4-ylmethyl)-4-(methylsulfonyl)-3-(phenylmethyl)-1H-1,4-benzodiazepine, hydrochloride), C(=O)C=1NC=CN1 (2-formyl imidazole), Cl.N1C=NC(=C1)CN1CCN(CC2=C1C=CC=C2)C(=O)C2=CC=CC1=CC=CC=C21 (2,3,4,5-Tetrahydro-1-(1H-imidazol-4-ylmethyl)-4-(1-naphthalenylcarbonyl)-1H-1,4-benzodiazepine, hydrochloride). The product is Cl.Cl.BrC=1C=CC2=C(CN([C@@H](CN2CC=2NC=CN2)CC2=CC=CC=C2)S(=O)(=O)C)C1 ((R)-7-Bromo-2,3,4,5-tetrahydro-1-(1H-imidazol-2-ylmethyl)-4-(methylsulfonyl)-3-(phenylmethyl)-1H-1,4-benzodiazepine, dihydrochloride). Yield: 54.0%. RXN SMILES: [ClH:1].[Br:2][C:3]1[CH:4]=[CH:5][C:6]2[N:12]([CH2:13]C3N=CNC=3)[CH2:11][C@@H:10]([CH2:19][C:20]3[CH:25]=[CH:24][CH:23]=[CH:22][CH:21]=3)[N:9]([S:26]([CH3:29])(=[O:28])=[O:27])[CH2:8][C:7]=2[CH:30]=1.C([C:33]1[NH:34][CH:35]=[CH:36][N:37]=1)=O.Cl.N1C=C(CN2C3C=CC=CC=3CN(C(C3C4C(=CC=CC=4)C=CC=3)=O)CC2)N=C1>>[ClH:1].[ClH:1].[Br:2][C:3]1[CH:4]=[CH:5][C:6]2[N:12]([CH2:13][C:33]3[NH:34][CH:35]=[CH:36][N:37]=3)[CH2:11][C@@H:10]([CH2:19][C:20]3[CH:25]=[CH:24][CH:23]=[CH:22][CH:21]=3)[N:9]([S:26]([CH3:29])(=[O:27])=[O:28])[CH2:8][C:7]=2[CH:30]=1 |f:0.1,3.4,5.6.7|. Reported procedure: The product was prepared as an offwhite solid in 54% yield from Compound C of Example 224 and 2-formyl imidazole as described for Compound D of Example 1. Reactants: C1(=CC=C(C=C1)S(=O)(=O)O)C (p-toluenesulphonic acid), C1(=CC=CC=C1)C1(C(CCC1)(O)C1=CC=CC=C1)O (1,2-diphenyl-1,2-cyclopentanediol), [Cl-].[Cl-].[Cl-].[Cl-].[Zr+4] (zirconium tetrachloride), 4A, C(CCC)[Li] (n-butyllithium), CCCCCC (hexane). The solvent is C1=CC=CC=C1 (benzene), ClCCl (dichloromethane), O1CCCC1 (tetrahydrofuran). Conditions: time 45 minute. Product: [Cl-].[Cl-].C1(=CC=CC=C1)C1(C(=CC=C1)C1=CC=CC=C1)[Zr+2]C1(C(=CC=C1)C1=CC=CC=C1)C1=CC=CC=C1 (bis(1,2-diphenylcyclopentadienyl)zirconium dichloride). As a reaction SMILES: [C:1]1([C:7]2(O)[CH2:11][CH2:10][CH2:9][C:8]2([C:13]2[CH:18]=[CH:17][CH:16]=[CH:15][CH:14]=2)O)[CH:6]=[CH:5][CH:4]=[CH:3][CH:2]=1.[C:20]1([CH3:30])[CH:25]=[CH:24][C:23](S(O)(=O)=O)=[CH:22][CH:21]=1.[CH2:31]([Li])[CH2:32][CH2:33][CH3:34].[CH3:36][CH2:37][CH2:38][CH2:39][CH2:40][CH3:41].[Cl-:42].[Cl-].[Cl-].[Cl-].[Zr+4:46]>C1C=CC=CC=1.O1CCCC1.ClCCl>[Cl-:42].[Cl-:42].[C:1]1([C:7]2([Zr+2:46][C:31]3([C:38]4[CH:37]=[CH:36][CH:41]=[CH:40][CH:39]=4)[CH:32]=[CH:33][CH:34]=[C:30]3[C:20]3[CH:25]=[CH:24][CH:23]=[CH:22][CH:21]=3)[CH:11]=[CH:10][CH:9]=[C:8]2[C:13]2[CH:18]=[CH:17][CH:16]=[CH:15][CH:14]=2)[CH:6]=[CH:5][CH:4]=[CH:3][CH:2]=1 |f:4.5.6.7.8,12.13.14|. Procedure: A mixture of 1,2-diphenyl-1,2-cyclopentanediol (1.2 g; 0.0048 mole), activated 4A molecular sieves and a small amount of p-toluenesulphonic acid in 40 ml benzene was heated at 70° C. for 30 minutes. The mixture was filtered at room temperature. A solution (3.0 ml) of n-butyllithium in hexane (1.6 mole/liter, 0.0048 mole n-butyllithium) was added to the filtrate. After 45 minutes of stirring, a solution of zirconium tetrachloride (0.56 g; 0.0024 mole) in tetrahydrofuran was slowly added. After st... Reactants: C1(=CC=CC=C1)CNCC1COC=2C(=NC=CC2)O1 (2,3-dihydro-N-(phenylmethyl)-1,4-dioxino[2,3-b]pyridine-3-methanamine), O1C(C1)CN1C(NC(C1)=O)=O ((±)-1-(oxiranylmethyl)-2,4-imidazolidinedione). Run in CO (methanol). Yields the product O1CC(OC2=NC=CC=C21)CN(CC(CN2C(NC(C2)=O)=O)O)CC2=CC=CC=C2 ((±)-1-[3-[[(2,3-dihydro-1,4-dioxino-[2,3-b]pyridin-3-yl)methyl](phenylmethyl)amino]-2-hydroxypropyl]-2,4-imidazolidine-dione). Isolated yield 62.9%. As a reaction SMILES: [C:1]1([CH2:7][NH:8][CH2:9][CH:10]2[O:19][C:14]3=[N:15][CH:16]=[CH:17][CH:18]=[C:13]3[O:12][CH2:11]2)[CH:6]=[CH:5][CH:4]=[CH:3][CH:2]=1.[O:20]1[CH2:22][CH:21]1[CH2:23][N:24]1[CH2:28][C:27](=[O:29])[NH:26][C:25]1=[O:30]>CO>[O:12]1[C:13]2[C:14](=[N:15][CH:16]=[CH:17][CH:18]=2)[O:19][CH:10]([CH2:9][N:8]([CH2:7][C:1]2[CH:2]=[CH:3][CH:4]=[CH:5][CH:6]=2)[CH2:22][CH:21]([OH:20])[CH2:23][N:24]2[CH2:28][C:27](=[O:29])[NH:26][C:25]2=[O:30])[CH2:11]1. Procedure: A mixture of 2,3-dihydro-N-(phenylmethyl)-1,4-dioxino[2,3-b]pyridine-3-methanamine (0.0059 mol) and intermediate (18) (0.00497 mol) in methanol (30 ml) was stirred and refluxed overnight. The solvent was evaporated. The residue was purified by short open column chromatography over silica gel (eluent: CH2Cl2/2-propanone 96/4, 90/10 and 80/20), then CH2Cl2/CH3OH 96/4 and 90/10). The product fractions were collected and the solvent was evaporated, yielding 1.29 g of (±)-1-[3-[[(2,3-dihydro-1,4-diox... Starting materials: CI, CC#N, CN(C)CCn1cc(Cl)cnc1=O. Yields the product C[N+](C)(C)CCn1cc(Cl)cnc1=O, [I-]. As a reaction SMILES: [CH3:14][I:15].[CH3:16][C:17]#[N:18].[CH3:1][N:2]([CH2:3][CH2:4][n:5]1[c:6](=[O:12])[n:7][cH:8][c:9]([Cl:11])[cH:10]1)[CH3:13]>>[CH3:1][N+:2]([CH2:3][CH2:4][n:5]1[c:6](=[O:12])[n:7][cH:8][c:9]([Cl:11])[cH:10]1)([CH3:13])[CH3:14].[I-:15].